From a dataset of the Open Reaction Database (ORD), a public repository of structured organic reaction records. describe an organic reaction: reactants, conditions, products, and yield The reactants are NC1=C(C(=O)O)C=C(C=C1)Cl (2-amino-5-chlorobenzoic acid), BrBr (Br2). Run in CC(=O)O (HOAc). Run at temperature 15 celsius, time 4 hour. Yields the product NC1=C(C(=O)O)C=C(C=C1Br)Cl (2-amino-3-bromo-5-chlorobenzoic acid). Isolated yield 79.8%. Reaction SMILES: [NH2:1][C:2]1[CH:10]=[CH:9][C:8]([Cl:11])=[CH:7][C:3]=1[C:4]([OH:6])=[O:5].[Br:12]Br>CC(O)=O>[NH2:1][C:2]1[C:10]([Br:12])=[CH:9][C:8]([Cl:11])=[CH:7][C:3]=1[C:4]([OH:6])=[O:5]. Procedure details: To a solution of 200 g (1.05 mol) of 2-amino-5-chlorobenzoic acid in 3.4 L of HOAc at 15° C. was added dropwise 184 g (1.15 mol) of Br2. The mixture was stirred at 15° C. for 4 hrs, quenched slowly into 8 L of water, and extracted with 2×2 L of t-BuOMe. The combined extract was washed with water, dried over MgSO4 and concentrated. The crude product was treated with hot hexane, filtered and dried to give 210 g (80%) of 2-amino-3-bromo-5-chlorobenzoic acid as white solid. Mp. 225-2280° C. 1H NMR (...